From a dataset of the Open Reaction Database (ORD), a public repository of structured organic reaction records. describe an organic reaction: reactants, conditions, products, and yield Reactants: C1(CC1)COC1=C(C=CC(=C1)F)C=1C2=C(N=CN1)C(=C(N2COCC[Si](C)(C)C)C)C(=O)O (4-[2-(cyclopropylmethoxy)-4-fluorophenyl]-6-methyl-5-{[2-(trimethylsilyl)ethoxy]methyl}-5H-pyrrolo[3,2-d]pyrimidine-7-carboxylic acid), N[C@H]1CN(CC1)C(=O)OC(C)(C)C (tert-butyl(R)-3-amino-pyrrolidine-1-carboxylate). Yields the product C1(CC1)COC1=C(C=CC(=C1)F)C=1C2=C(N=CN1)C(=C(N2COCC[Si](C)(C)C)C)C(=O)N[C@H]2CN(CC2)C(=O)OC(C)(C)C (Tert-butyl(3R)-3-{[(4-[2-(cyclopropylmethoxy)-4-fluorophenyl]-6-methyl-5-{[2-(trimethylsilyl)ethoxy]methyl}-5H-pyrrolo[3,2-d]pyrimidin-7-yl)carbonyl]amino}pyrrolidine-1-carboxylate). RXN SMILES: [CH:1]1([CH2:4][O:5][C:6]2[CH:11]=[C:10]([F:12])[CH:9]=[CH:8][C:7]=2[C:13]2[C:14]3[N:21]([CH2:22][O:23][CH2:24][CH2:25][Si:26]([CH3:29])([CH3:28])[CH3:27])[C:20]([CH3:30])=[C:19]([C:31]([OH:33])=O)[C:15]=3[N:16]=[CH:17][N:18]=2)[CH2:3][CH2:2]1.[NH2:34][C@@H:35]1[CH2:39][CH2:38][N:37]([C:40]([O:42][C:43]([CH3:46])([CH3:45])[CH3:44])=[O:41])[CH2:36]1>>[CH:1]1([CH2:4][O:5][C:6]2[CH:11]=[C:10]([F:12])[CH:9]=[CH:8][C:7]=2[C:13]2[C:14]3[N:21]([CH2:22][O:23][CH2:24][CH2:25][Si:26]([CH3:28])([CH3:27])[CH3:29])[C:20]([CH3:30])=[C:19]([C:31]([NH:34][C@@H:35]4[CH2:39][CH2:38][N:37]([C:40]([O:42][C:43]([CH3:46])([CH3:45])[CH3:44])=[O:41])[CH2:36]4)=[O:33])[C:15]=3[N:16]=[CH:17][N:18]=2)[CH2:3][CH2:2]1. Procedure details: Starting from 4-[2-(cyclopropylmethoxy)-4-fluorophenyl]-6-methyl-5-{[2-(trimethylsilyl)ethoxy]methyl}-5H-pyrrolo[3,2-d]pyrimidine-7-carboxylic acid (example D.c2) and commercially available tert-butyl(R)-3-amino-pyrrolidine-1-carboxylate the title compound is obtained as pale yellow viscous oil. Starting materials: CC(=O)C (acetone), NC(=CC1=C(C(=NO1)C1=CC=CC=C1)C(=O)NC)C1=CC=CC=C1 (5-(2-amino-2-phenylethenyl)-N-methyl-3-phenyl-isoxazole-4-carboxamide), Cl (hydrochloric acid). Run in O (water). Conditions: time 8 hour. Yields the product CN1C(C2=C(C=C1C1=CC=CC=C1)ON=C2C2=CC=CC=C2)=O (5-methyl-3,6-diphenyl-isoxazolo[4,5-c]pyridine-4(5H)-one). Yield: 75.5%. Reaction SMILES: CC(C)=O.N[C:6]([C:23]1[CH:28]=[CH:27][CH:26]=[CH:25][CH:24]=1)=[CH:7][C:8]1[O:12][N:11]=[C:10]([C:13]2[CH:18]=[CH:17][CH:16]=[CH:15][CH:14]=2)[C:9]=1[C:19]([NH:21][CH3:22])=[O:20].Cl>O>[CH3:22][N:21]1[C:6]([C:23]2[CH:28]=[CH:27][CH:26]=[CH:25][CH:24]=2)=[CH:7][C:8]2[O:12][N:11]=[C:10]([C:13]3[CH:18]=[CH:17][CH:16]=[CH:15][CH:14]=3)[C:9]=2[C:19]1=[O:20]. Procedure: Under a nitrogen atmosphere, there is added 54 liters of acetone to 5.4 kilograms (16.9 mole) of 5-(2-amino-2-phenylethenyl)-N-methyl-3-phenyl-isoxazole-4-carboxamide at room temperature. To the resulting suspension, there is added 10.8 liters of approximately 5N hydrochloric acid while maintaining the temperature below 25° C. The mixture is then stirred overnight at 25° to 28° C. The resulting suspension is diluted with 16 liters of water at room temperature, and after mixing for 15 minutes, th...